From a dataset of the Open Reaction Database (ORD), a public repository of structured organic reaction records. describe an organic reaction: reactants, conditions, products, and yield Starting materials: N#Cc1ccc(CN)cc1, CO, [Na+], [Na+], O, O=S(=O)([O-])OOS(=O)(=O)[O-]. Yields the product N#Cc1ccc(C=O)cc1. Reaction SMILES: [C:1](#[N:2])[c:3]1[cH:4][cH:5][c:6]([CH2:7][NH2:8])[cH:9][cH:10]1.[CH3:24][OH:25].[Na+:21].[Na+:22].[OH2:23].[S:11](=[O:12])([O:13][O:14][S:15]([O-:16])(=[O:17])=[O:18])([O-:19])=[O:20]>>[C:1](#[N:2])[c:3]1[cH:4][cH:5][c:6]([CH:7]=[O:12])[cH:9][cH:10]1. The reactants are O=C([O-])[O-], CC#N, COc1ccccc1N1CCN(CCCl)CC1, Fc1ccc2[nH]cc(C3CCNCC3)c2c1, [I-], [K+], [K+], [K+], O. Product: COc1ccccc1N1CCN(CCN2CCC(c3c[nH]c4ccc(F)cc34)CC2)CC1. RXN SMILES: [C:1](=[O:2])([O-:3])[O-:4].[CH3:42][C:43]#[N:44].[Cl:25][CH2:26][CH2:27][N:28]1[CH2:29][CH2:30][N:31]([c:34]2[c:35]([O:40][CH3:41])[cH:36][cH:37][cH:38][cH:39]2)[CH2:32][CH2:33]1.[F:9][c:10]1[cH:11][c:12]2[c:13]([CH:19]3[CH2:20][CH2:21][NH:22][CH2:23][CH2:24]3)[cH:14][nH:15][c:16]2[cH:17][cH:18]1.[I-:8].[K+:5].[K+:6].[K+:7].[OH2:45]>>[F:9][c:10]1[cH:11][c:12]2[c:13]([CH:19]3[CH2:20][CH2:21][N:22]([CH2:26][CH2:27][N:28]4[CH2:29][CH2:30][N:31]([c:34]5[c:35]([O:40][CH3:41])[cH:36][cH:37][cH:38][cH:39]5)[CH2:32][CH2:33]4)[CH2:23][CH2:24]3)[cH:14][nH:15][c:16]2[cH:17][cH:18]1. The reactants are O=C=O, C1CCOC1, [Li]CCCC, CN(C)c1ccncc1, Nc1ccc(C(F)(F)F)cc1. The product is Nc1ccc(C(F)(F)F)cc1C(=O)O. As a reaction SMILES: [C:17](=[O:18])=[O:19].[CH2:20]1[O:21][CH2:22][CH2:23][CH2:24]1.[CH3:12][CH2:13][CH2:14][CH2:15][Li:16].[CH3:25][N:26]([CH3:27])[c:28]1[cH:29][cH:30][n:31][cH:32][cH:33]1.[F:1][C:2]([c:3]1[cH:4][cH:5][c:6]([NH2:7])[cH:8][cH:9]1)([F:10])[F:11]>>[F:1][C:2]([c:3]1[cH:4][c:5]([C:17](=[O:18])[OH:19])[c:6]([NH2:7])[cH:8][cH:9]1)([F:10])[F:11]. Reactants: CCCc1nc2cc3c(cc2o1)CCNCC3, Cc1ccc2c(-c3nnc(SCCCCl)n3C)cccc2n1. Product: CCCc1nc2cc3c(cc2o1)CCN(CCCSc1nnc(-c2cccc4nc(C)ccc24)n1C)CC3, Cl. Reaction SMILES: [CH2:1]([CH2:2][CH3:3])[c:4]1[o:5][c:6]2[cH:7][c:8]3[c:9]([cH:15][c:16]2[n:17]1)[CH2:10][CH2:11][NH:12][CH2:13][CH2:14]3.[Cl:18][CH2:19][CH2:20][CH2:21][S:22][c:23]1[n:24]([CH3:39])[c:25](-[c:28]2[c:29]3[cH:30][cH:31][c:32]([CH3:38])[n:33][c:34]3[cH:35][cH:36][cH:37]2)[n:26][n:27]1>>[CH2:1]([CH2:2][CH3:3])[c:4]1[o:5][c:6]2[cH:7][c:8]3[c:9]([cH:15][c:16]2[n:17]1)[CH2:10][CH2:11][N:12]([CH2:19][CH2:20][CH2:21][S:22][c:23]1[n:24]([CH3:39])[c:25](-[c:28]2[c:29]4[cH:30][cH:31][c:32]([CH3:38])[n:33][c:34]4[cH:35][cH:36][cH:37]2)[n:26][n:27]1)[CH2:13][CH2:14]3.[ClH:18].